Dataset: the Open Reaction Database (ORD), a public repository of structured organic reaction records. Task: describe an organic reaction: reactants, conditions, products, and yield Starting materials: CC1=NCCC2=CC=CC=C12 (1-Methyl-3,4-dihydroisoquinoline), IC (iodomethane). Run in CC(=O)C (acetone). Run at time 8 hour. The product is [I-].CC1=[N+](CCC2=CC=CC=C12)C (1,2-Dimethyl-3,4-dihydroisoquinolinium Iodide). RXN SMILES: [CH3:1][C:2]1[C:11]2[C:6](=[CH:7][CH:8]=[CH:9][CH:10]=2)[CH2:5][CH2:4][N:3]=1.[I:12][CH3:13]>CC(C)=O>[I-:12].[CH3:1][C:2]1[C:11]2[C:6](=[CH:7][CH:8]=[CH:9][CH:10]=2)[CH2:5][CH2:4][N+:3]=1[CH3:13] |f:3.4|. Procedure: 1-Methyl-3,4-dihydroisoquinoline (780 mg) was dissolved in acetone (7 ml) and iodomethane (0.38 ml) added. The solution was allowed to stand overnight at room temperature. The product was obtained as pale yellow crystals (1.4 g). Reactants: Cc1sc(-c2ccccc2)nc1CBr, CC(C)(C)OC(=O)Cn1ccc2ccc(O)cc21, O=C([O-])[O-], CC(C)=O, [Cs+], [Cs+], [I-], [K+]. Yields the product Cc1sc(-c2ccccc2)nc1COc1ccc2ccn(CC(=O)OC(C)(C)C)c2c1. Reaction SMILES: [Br:19][CH2:20][c:21]1[n:22][c:23](-[c:27]2[cH:28][cH:29][cH:30][cH:31][cH:32]2)[s:24][c:25]1[CH3:26].[C:1]([CH3:2])([CH3:3])([CH3:4])[O:5][C:6]([CH2:7][n:8]1[cH:9][cH:10][c:11]2[cH:12][cH:13][c:14]([OH:17])[cH:15][c:16]12)=[O:18].[C:33](=[O:34])([O-:35])[O-:36].[CH3:41][C:42](=[O:43])[CH3:44].[Cs+:37].[Cs+:38].[I-:40].[K+:39]>>[C:1]([CH3:2])([CH3:3])([CH3:4])[O:5][C:6]([CH2:7][n:8]1[cH:9][cH:10][c:11]2[cH:12][cH:13][c:14]([O:17][CH2:20][c:21]3[n:22][c:23](-[c:27]4[cH:28][cH:29][cH:30][cH:31][cH:32]4)[s:24][c:25]3[CH3:26])[cH:15][c:16]12)=[O:18]. The reactants are CC(=O)C (acetone), [Na+].[Cl-] (NaCl), ICCC(C)C (1-iodo-3-methylbutane), BrCCBr (1,2-dibromoethane), CN(C)CCN(C)C (TMEDA), C(CCC)[Li] (butyllithium), [Li]CCCC (BuLi). Solvent: COCCOC (DME). Run at temperature -60 celsius, time 10 minute. The product is Br\C(\C)=C\CCC(C)C ((E)-2-bromo-6-methyl-hept-2-ene), oil. The yield is 57.0%. Reaction SMILES: [CH3:1][C:2]([CH3:4])=O.C([Li])CCC.I[CH2:11][CH2:12][CH:13]([CH3:15])[CH3:14].CN(CCN(C)C)C.[Br:24]CCBr.[Na+].[Cl-]>COCCOC>[Br:24]/[C:2](=[CH:4]/[CH2:11][CH2:12][CH:13]([CH3:15])[CH3:14])/[CH3:1] |f:5.6|. Procedure: Dissolve the trisylhydrazone derivative of acetone (8.0 g, 23.7 mmol) in 70 mL of DME at −78° C. Add butyllithium (29.6 mL, 47.4 mmol, 2 eq.) dropwise. Stir the mixture at −60° C. for 10 min, cool to −78° C., then add 1-iodo-3-methylbutane (3.13 mL, 23.7 mmol, 1 eq.) dropwise. Stir the mixture overnight at −65° C., cool to −78° C., then treat successively with TMEDA (12.5 mL, 82.3 mmol, 3.5 eq.), then BuLi (16.3 mL, 26.1 mmol, 1.1 eq.). Stir this mixture for 20 min at −78° C., then heat to 0° C.... Starting materials: C(CC)O[C@@H](C(=O)OC)C ((R)-methyl 2-propoxypropionate), [OH-].[Na+] (NaOH), Cl (hydrochloric acid). Run in O (water). Conditions: time 3 hour. Product: C(CC)OC(C(=O)O)C (2-propoxypropionic acid). Yield: 70.6%. RXN SMILES: [CH2:1]([O:4][C@H:5]([CH3:10])[C:6]([O:8]C)=[O:7])[CH2:2][CH3:3].[OH-].[Na+].Cl>O>[CH2:1]([O:4][CH:5]([CH3:10])[C:6]([OH:8])=[O:7])[CH2:2][CH3:3] |f:1.2|. Procedure: Silver oxide (87.5 g, 0.38 mol) was added to a mixture of (R)-methyl lactate (52.1 g, 0.5 mol) with 1-iodopropane (100 g, 0.59 mol) over 3 hours, followed by allowing the mixture to stand at room temperature for 4 days, adding ether (200 ml) for dilution, filtering the mixture, distilling off ether, washing the residue with 2N-NaOH aqueous solution, drying over anhydrous sodium sulfate, distilling it under reduced pressure to obtain (R)-methyl 2-propoxypropionate (46.1 g, b.p. 33°-34° C./5 mmHg)... Starting materials: [BH4-], C=CCOC1CCC2(S(=O)(=O)c3ccc(Cl)cc3)c3c(F)ccc(F)c3OCC2C1, CO, ClCCl, [Na+]. Product: O=S(=O)(c1ccc(Cl)cc1)C12CCC(OCCO)CC1COc1c(F)ccc(F)c12. RXN SMILES: [BH4-:31].[CH2:1]([CH:2]=[CH2:3])[O:4][CH:5]1[CH2:6][CH2:7][C:8]2([S:21](=[O:22])(=[O:23])[c:24]3[cH:25][cH:26][c:27]([Cl:30])[cH:28][cH:29]3)[CH:9]([CH2:10][O:11][c:12]3[c:13]([F:19])[cH:14][cH:15][c:16]([F:18])[c:17]32)[CH2:20]1.[CH3:33][OH:34].[Cl:35][CH2:36][Cl:37].[Na+:32]>>[CH2:1]([CH2:2][OH:34])[O:4][CH:5]1[CH2:6][CH2:7][C:8]2([S:21](=[O:22])(=[O:23])[c:24]3[cH:25][cH:26][c:27]([Cl:30])[cH:28][cH:29]3)[CH:9]([CH2:10][O:11][c:12]3[c:13]([F:19])[cH:14][cH:15][c:16]([F:18])[c:17]32)[CH2:20]1. Reactants: OC1=NC=C(N=C1C)Br (2-hydroxy-3-methyl-5-bromopyrazine), OC1=NC=C(N=C1CC)Br (2-hydroxy-3-ethyl-5-bromopyrazine). The product is BrC1=NC=C(N=C1CC)Br (2,5-dibromo-3-ethylpyrazine). RXN SMILES: OC1C(C)=NC([Br:9])=CN=1.O[C:11]1[C:16]([CH2:17][CH3:18])=[N:15][C:14]([Br:19])=[CH:13][N:12]=1>>[Br:9][C:11]1[C:16]([CH2:17][CH3:18])=[N:15][C:14]([Br:19])=[CH:13][N:12]=1. Procedure details: By replacing the 2-hydroxy-3-methyl-5-bromopyrazine used in Step A of Preparation 87 by an equivalent quantity of 2-hydroxy-3-ethyl-5-bromopyrazine and following substantially the same procedure, there is obtained 2,5-dibromo-3-ethylpyrazine. Starting materials: COC(=O)C=1C=NN2C1N=C(C(=C2)C2=C(C=CC=C2F)F)Cl (5-Chloro-6-(2,6-difluorophenyl)pyrazolo[1,5-a]pyrimidine-3-carboxylic acid methyl ester), C(=O)([O-])[O-].[Na+].[Na+] (Na2CO3), 4-formylboronic acid. Reagents/catalysts: C1=CC=C(C=C1)P([C-]2C=CC=C2)C3=CC=CC=C3.C1=CC=C(C=C1)P([C-]2C=CC=C2)C3=CC=CC=C3.Cl[Pd]Cl.[Fe+2] (1,1′-bis(diphenylphosphino)ferrocenedichloropalladium(II)). Solvent: C(OC)COC (dimethoxyethane). Conditions: temperature 90 celsius. The product is COC(=O)C=1C=NN2C1N=C(C(=C2)C2=C(C=CC=C2F)F)C2=CC=C(C=C2)C=O (6-(2,6-difluorophenyl)-5-(4-formylphenyl)-pyrazolo[1,5-a]pyrimidine-3-carboxylic acid methyl ester). Reaction SMILES: [CH3:1][O:2][C:3]([C:5]1[CH:6]=[N:7][N:8]2[CH:13]=[C:12]([C:14]3[C:19]([F:20])=[CH:18][CH:17]=[CH:16][C:15]=3[F:21])[C:11](Cl)=[N:10][C:9]=12)=[O:4].[C:23]([O-:26])([O-])=O.[Na+].[Na+]>C(COC)OC.C1C=CC(P(C2C=CC=CC=2)[C-]2C=CC=C2)=CC=1.C1C=CC(P(C2C=CC=CC=2)[C-]2C=CC=C2)=CC=1.Cl[Pd]Cl.[Fe+2]>[CH3:1][O:2][C:3]([C:5]1[CH:6]=[N:7][N:8]2[CH:13]=[C:12]([C:14]3[C:19]([F:20])=[CH:18][CH:17]=[CH:16][C:15]=3[F:21])[C:11]([C:14]3[CH:19]=[CH:18][C:17]([CH:23]=[O:26])=[CH:16][CH:15]=3)=[N:10][C:9]=12)=[O:4] |f:1.2.3,5.6.7.8|. Procedure details: 2.3 g (7.1 mmol) 5-Chloro-6-(2,6-difluorophenyl)pyrazolo[1,5-a]pyrimidine-3-carboxylic acid methyl ester are given in 24 mL dimethoxyethane. 13.9 mL Na2CO3 solution (10%) and 1.18 g (7.8 mmol) 4-formylboronic acid are added. After addition of 0.26 g (0.32 mmol) 1,1′-bis(diphenylphosphino)ferrocenedichloropalladium(II) the reaction mixture is purged 3× with argon and heated at 90° C. for 2 hours. The reaction mixture is cooled down, treated with water and extracted 3 times with dichloromethane. T... The reactants are NC=1SC=C(N1)/C(/C(=O)O)=N/OCC1CC1 (2-(2-aminothiazol-4-yl)-2(Z)-cyclopropylmethoxyiminoacetic acid), N[C@H]1[C@@H]2N(C(=C(CS2)COC(CC(C)=O)=O)C(=O)O)C1=O (7β-amino-3-(3-oxobutyryloxymethyl)-3-cephem-4-carboxylic acid). Procedure details: Starting from 2-(2-aminothiazol-4-yl)-2(Z)-cyclopropylmethoxyiminoacetic acid and 7β-amino-3-(3-oxobutyryloxymethyl)-3-cephem-4-carboxylic acid, the titled compound is obtained by the procedure of Reference Example 3. Yields the product NC=1SC=C(N1)/C(/C(=O)N[C@H]1[C@@H]2N(C(=C(CS2)COC(CC(C)=O)=O)C(=O)O)C1=O)=N/OCC1CC1 (7β-[2-(2-Aminothiazol-4-yl)-2(Z)-cyclopropylmethoxyiminoacetamido]-3-(3-oxobutyryloxymethyl)-3-cephem-4-carboxylic acid). Reaction SMILES: [NH2:1][C:2]1[S:3][CH:4]=[C:5](/[C:7](=[N:11]/[O:12][CH2:13][CH:14]2[CH2:16][CH2:15]2)/[C:8]([OH:10])=O)[N:6]=1.[NH2:17][C@@H:18]1[C:36](=[O:37])[N:20]2[C:21]([C:33]([OH:35])=[O:34])=[C:22]([CH2:25][O:26][C:27](=[O:32])[CH2:28][C:29](=[O:31])[CH3:30])[CH2:23][S:24][C@H:19]12>>[NH2:1][C:2]1[S:3][CH:4]=[C:5](/[C:7](=[N:11]/[O:12][CH2:13][CH:14]2[CH2:16][CH2:15]2)/[C:8]([NH:17][C@@H:18]2[C:36](=[O:37])[N:20]3[C:21]([C:33]([OH:35])=[O:34])=[C:22]([CH2:25][O:26][C:27](=[O:32])[CH2:28][C:29](=[O:31])[CH3:30])[CH2:23][S:24][C@H:19]23)=[O:10])[N:6]=1.